This data is from the Open Reaction Database (ORD), a public repository of structured organic reaction records. The task is: describe an organic reaction: reactants, conditions, products, and yield RXN SMILES: [CH:1]1([N:4]([CH:25]2[CH2:27][CH2:26]2)[C:5]([C:7]2[N:22]([CH2:23][CH3:24])[C:10]3=[N:11][C:12]([N:19]=[C:20]=[S:21])=[C:13]4[N:17]=[CH:16][N:15]([CH3:18])[C:14]4=[C:9]3[CH:8]=2)=[O:6])[CH2:3][CH2:2]1.Cl.[C:29]([NH2:32])(=[NH:31])[CH3:30].CCN(C(C)C)C(C)C.N(C(OCC)=O)=NC(OCC)=O>CN(C=O)C>[CH:25]1([N:4]([CH:1]2[CH2:2][CH2:3]2)[C:5]([C:7]2[N:22]([CH2:23][CH3:24])[C:10]3=[N:11][C:12]([NH:19][C:20]4[S:21][N:32]=[C:29]([CH3:30])[N:31]=4)=[C:13]4[N:17]=[CH:16][N:15]([CH3:18])[C:14]4=[C:9]3[CH:8]=2)=[O:6])[CH2:26][CH2:27]1 |f:1.2|. Procedure details: A mixture of N,N-dicyclopropyl-6-ethyl-4-isothiocyanato-1-methyl-1,6-dihydroimidazo[4,5-d]pyrrolo[2,3-b]pyridine-7-carboxamide (example 121B, 0.042 g, 0.111 mmol), acetamidine hydrochloride (10.49 mg, 0.111 mmol), and Hünig's Base (0.058 mL, 0.333 mmol) in DMF (0.617 mL) was stirred at rt ON. Diethyl azodicarboxylate (0.088 mL, 0.222 mmol) was added and stirring continued at room temperature for 16 h. The reaction mixture was concentrated. The residue was taken up in MeOH and purified by prepara... The solvent is CN(C)C=O (DMF). Starting materials: N(=NC(=O)OCC)C(=O)OCC (Diethyl azodicarboxylate), C1(CC1)N(C(=O)C1=CC=2C(=NC(=C3C2N(C=N3)C)N=C=S)N1CC)C1CC1 (N,N-dicyclopropyl-6-ethyl-4-isothiocyanato-1-methyl-1,6-dihydroimidazo[4,5-d]pyrrolo[2,3-b]pyridine-7-carboxamide), Cl.C(C)(=N)N (acetamidine hydrochloride), CCN(C(C)C)C(C)C (Hünig's Base). Run at time 16 hour. Isolated yield 8.9%. The product is C1(CC1)N(C(=O)C1=CC=2C(=NC(=C3C2N(C=N3)C)NC3=NC(=NS3)C)N1CC)C1CC1 (N,N-Dicyclopropyl-6-ethyl-1-methyl-4-(3-methyl-1,2,4-thiadiazol-5-ylamino)-1,6-dihydroimidazo[4,5-d]pyrrolo[2,3-b]pyridine-7-carboxamide). The reactants are C1(=CC=CC=C1)N(C(=O)OC(C1=CC(=C(C=C1)CC1=CN(C2=CC=C(C=C12)NC(CC1CCCC1)=O)CC)OC)=O)C1=CC=CC=C1 (4-[5-(2-cyclopentylacetamido)-1-ethylindol-3-ylmethyl]-3-methoxybenzoic N,N-diphenylcarbamic anhydride), C1(CCCC1)CC(=O)NC1=CC=C2C=CN(C2=C1)CC1=C(C=C(C(=O)O)C=C1)OC (4-[6-(2-cyclopentylacetamido)indol-1-ylmethyl]-3-methoxybenzoic acid). Product: C1(=CC=CC=C1)N(C(=O)OC(C1=CC(=C(C=C1)CN1C=CC2=CC=C(C=C12)NC(CC1CCCC1)=O)OC)=O)C1=CC=CC=C1 (4-[6-(2-cyclopentylacetamido)indol-1-ylmethyl]-3-methoxybenzoic N,N-diphenylcarbamic anhydride). Yield: 92.0%. RXN SMILES: [C:1]1([N:7]([C:42]2[CH:47]=[CH:46][CH:45]=[CH:44][CH:43]=2)[C:8]([O:10][C:11](=[O:41])[C:12]2[CH:17]=[CH:16][C:15](CC3C4C(=CC=C(NC(=O)CC5CCCC5)C=4)N(CC)C=3)=[C:14]([O:39][CH3:40])[CH:13]=2)=[O:9])[CH:6]=[CH:5][CH:4]=[CH:3][CH:2]=1.[CH:48]1([CH2:53][C:54]([NH:56][C:57]2[CH:65]=[C:64]3[C:60]([CH:61]=[CH:62][N:63]3[CH2:66]C3C=CC(C(O)=O)=CC=3OC)=[CH:59][CH:58]=2)=[O:55])[CH2:52][CH2:51][CH2:50][CH2:49]1>>[C:1]1([N:7]([C:42]2[CH:43]=[CH:44][CH:45]=[CH:46][CH:47]=2)[C:8]([O:10][C:11](=[O:41])[C:12]2[CH:17]=[CH:16][C:15]([CH2:66][N:63]3[C:64]4[C:60](=[CH:59][CH:58]=[C:57]([NH:56][C:54](=[O:55])[CH2:53][CH:48]5[CH2:49][CH2:50][CH2:51][CH2:52]5)[CH:65]=4)[CH:61]=[CH:62]3)=[C:14]([O:39][CH3:40])[CH:13]=2)=[O:9])[CH:2]=[CH:3][CH:4]=[CH:5][CH:6]=1. Reported procedure: Using a procedure similar to part (f) of Example 4, but using 4-[6-(2-cyclopentylacetamido)indol-1-ylmethyl]-3-methoxybenzoic acid (Q) instead of acid (J), there was obtained 4-[6-(2-cyclopentylacetamido)indol-1-ylmethyl]-3-methoxybenzoic N,N-diphenyl carbamic anhydride (O) as an off-white powder (1.4 g, 92%); partial NMR: (80 MHz, DMSO-d6): 3.98(s, 3H, OCH3) 5.30(s, 2H, NCH2Ar), 7.40(s, 10H, NArH), 9.69(s, 1H, CONH). Starting materials: CO, Cc1n[nH]c(N)c1-c1nc2ccc(S(=O)(=O)Cl)cc2s1, NCc1ccncc1. The product is Cc1n[nH]c(N)c1-c1nc2ccc(S(=O)(=O)NCc3ccncc3)cc2s1. RXN SMILES: [CH3:29][OH:30].[NH2:1][c:2]1[c:3](-[c:8]2[s:9][c:10]3[c:11]([n:12]2)[cH:13][cH:14][c:15]([S:17](=[O:18])(=[O:19])[Cl:20])[cH:16]3)[c:4]([CH3:7])[n:5][nH:6]1.[n:21]1[cH:22][cH:23][c:24]([CH2:27][NH2:28])[cH:25][cH:26]1>>[NH2:1][c:2]1[c:3](-[c:8]2[s:9][c:10]3[c:11]([n:12]2)[cH:13][cH:14][c:15]([S:17](=[O:18])(=[O:19])[NH:28][CH2:27][c:24]2[cH:23][cH:22][n:21][cH:26][cH:25]2)[cH:16]3)[c:4]([CH3:7])[n:5][nH:6]1. Reactants: BrC=1C=C(C=CC1)O (3-Bromo-phenol), [H-].[Na+] (sodium hydride), C(C)OCCl (chloromethyl ethyl ether). The solvent is C(C)#N (acetonitrile), C(C)#N (acetonitrile). Reaction conditions: temperature 0 celsius, time 3 hour. Product: BrC1=CC(=CC=C1)OCOC (1-Bromo-3-methoxymethoxy-benzene). Reaction SMILES: [Br:1][C:2]1[CH:3]=[C:4]([OH:8])[CH:5]=[CH:6][CH:7]=1.[H-].[Na+].[CH2:11]([O:13][CH2:14]Cl)C>C(#N)C>[Br:1][C:2]1[CH:7]=[CH:6][CH:5]=[C:4]([O:8][CH2:11][O:13][CH3:14])[CH:3]=1 |f:1.2|. Procedure: To a solution of 31.4 g (183.3 mmol) of 3-Bromo-phenol in 450 mL of dried acetonitrile a dispersion of 12 g (274.9 mmol) of sodium hydride (55% in oil) was added portionwise at 0° C. The mixture was then allowed to agitate at 0° C. for 3 hours. A solution of 25 g (210.8 mmol) of chloromethyl ethyl ether in 30 mL of acetonitrile was added dropwise, and the mixture was allowed to agitate overnight at room temperature (20-30° C.). The reaction mixture was then filtered and the filter cake was washe... The reactants are CS(=O)(=O)Cl (Methanesulfonyl chloride), C(C)(C)N(CC)C(C)C (diisopropylethylamine), O1COC2=C1C=CC(=C2)C2=C(NC(=N2)C2CCNCC2)C2=NC(=CC=C2)C (2-(5-Benzo[1,3]dioxol-5-yl-2-piperidin-4-yl-3H-imidazol-4-yl)-6-methyl-pyridine). Solvent: C1CCOC1 (THF). Conditions: time 3 hour. Yields the product O1COC2=C1C=CC(=C2)C2=C(NC(=N2)C2CCN(CC2)S(=O)(=O)C)C2=NC(=CC=C2)C (2-[5-Benzo[1,3]dioxol-5-yl-2-(1-methanesulfonyl-piperidin-4-yl)-3H-imidazol-4-yl]-6-methyl-pyridine). Yield: 25.0%. Reaction SMILES: [CH3:1][S:2](Cl)(=[O:4])=[O:3].C(N(C(C)C)CC)(C)C.[O:15]1[C:19]2[CH:20]=[CH:21][C:22]([C:24]3[N:28]=[C:27]([CH:29]4[CH2:34][CH2:33][NH:32][CH2:31][CH2:30]4)[NH:26][C:25]=3[C:35]3[CH:40]=[CH:39][CH:38]=[C:37]([CH3:41])[N:36]=3)=[CH:23][C:18]=2[O:17][CH2:16]1>C1COCC1>[O:15]1[C:19]2[CH:20]=[CH:21][C:22]([C:24]3[N:28]=[C:27]([CH:29]4[CH2:30][CH2:31][N:32]([S:2]([CH3:1])(=[O:4])=[O:3])[CH2:33][CH2:34]4)[NH:26][C:25]=3[C:35]3[CH:40]=[CH:39][CH:38]=[C:37]([CH3:41])[N:36]=3)=[CH:23][C:18]=2[O:17][CH2:16]1. Procedure details: Methanesulfonyl chloride (0.009 mL, 0.12 mmol) and diisopropylethylamine (0.026 mL, 0.15 mmol) were added to a solution of 2-(5-benzo[1,3]dioxol-5-yl-2-piperidin-4-yl-3H-imidazol-4-yl)-6-methyl-pyridine (0.036 g, 0.10 mmol; see Example 9) in anhydrous THF (3 mL). The reaction mixture was stirred at room temperature for 3 hours. Solvent was removed under reduced pressure, and the residue was dissolved in 1 mL DMSO. The DMSO solution was filtered and injected onto preparative HPLC. HPLC purificati... The reactants are C(C1=CC=CC=C1)C1=NC(=CC=C1OCOC)C1=CCOCC1 (2-benzyl-6-(5,6-dihydro-2H-pyran-4-yl)-3-methoxymethyloxypyridine), [H][H] (hydrogen). The reagents and catalysts are [C].[Pd] (palladium carbon). Run in C(C)O (ethanol). Product: C(C1=CC=CC=C1)C1=NC(=CC=C1OCOC)C1CCOCC1 (2-Benzyl-3-methoxymethyloxy-6-(tetrahydro-4H-pyran-4-yl)pyridine). The yield is 42.2%. Reaction SMILES: [CH2:1]([C:8]1[C:13]([O:14][CH2:15][O:16][CH3:17])=[CH:12][CH:11]=[C:10]([C:18]2[CH2:23][CH2:22][O:21][CH2:20][CH:19]=2)[N:9]=1)[C:2]1[CH:7]=[CH:6][CH:5]=[CH:4][CH:3]=1.[H][H]>[C].[Pd].C(O)C>[CH2:1]([C:8]1[C:13]([O:14][CH2:15][O:16][CH3:17])=[CH:12][CH:11]=[C:10]([CH:18]2[CH2:23][CH2:22][O:21][CH2:20][CH2:19]2)[N:9]=1)[C:2]1[CH:3]=[CH:4][CH:5]=[CH:6][CH:7]=1 |f:2.3|. Reported procedure: 20 mg of 10% palladium carbon was added to a mixture of 197 mg of 2-benzyl-6-(5,6-dihydro-2H-pyran-4-yl)-3-methoxymethyloxypyridine and 3 ml of ethanol, followed by stirring at room temperature overnight in a hydrogen atmosphere. After the atmosphere in the reaction system was replaced by nitrogen, the reaction solution was filtered through Celite. The solvent was removed, and then the residue was subjected to silica gel column chromatography using 20% ethyl acetate/hexane, to give 83.7 mg of th...